The task is: describe an organic reaction: reactants, conditions, products, and yield. This data is from the Open Reaction Database (ORD), a public repository of structured organic reaction records. Reactants: ClCCOC1=C(C=CC=C1)C=CC1=C2C=CNC2=CC=C1 (4-[2-[2-[(2-chloro)-ethoxy]-phenyl]-ethenyl]-1H-indole), CN(C=O)C (dimethylformamide), C(C)(C)(C)N (tert.-butylamine), C([O-])([O-])=O.[K+].[K+] (potassium carbonate). The solvent is O (water). Reaction conditions: temperature 120 celsius. The product is CC(C)(C)NCCOC1=C(C=CC=C1)C=CC1=C2C=CNC2=CC=C1 (N-(1,1-dimethylethyl)-2-[2-[2-(1H-indol-4-yl)-ethenyl]-phenoxy]-ethanamine). As a reaction SMILES: Cl[CH2:2][CH2:3][O:4][C:5]1[CH:10]=[CH:9][CH:8]=[CH:7][C:6]=1[CH:11]=[CH:12][C:13]1[CH:21]=[CH:20][CH:19]=[C:18]2[C:14]=1[CH:15]=[CH:16][NH:17]2.CN(C)C=O.[C:27]([NH2:31])([CH3:30])([CH3:29])[CH3:28].C(=O)([O-])[O-].[K+].[K+]>O>[CH3:28][C:27]([NH:31][CH2:2][CH2:3][O:4][C:5]1[CH:10]=[CH:9][CH:8]=[CH:7][C:6]=1[CH:11]=[CH:12][C:13]1[CH:21]=[CH:20][CH:19]=[C:18]2[C:14]=1[CH:15]=[CH:16][NH:17]2)([CH3:30])[CH3:29] |f:3.4.5|. Procedure details: A mixture of 1.65 g of the product of Step A, 20 ml of dimethylformamide, 15 ml of tert.-butylamine and 770 mg of potassium carbonate was heated for 4 hours at 120° C. and was then diluted with 100 ml of water. The mixture was extracted with ethyl acetate and the extracts were washed with water, dried, concentrated under reduced pressure at 50° C. The residue was chromatographed on silica (eluent: ethyl acetate-triethylamine 9-1) to obtain 1.7 g of N-(1,1-dimethylethyl)-2-[2-[2-(1H-indol-4-yl)-e... Reaction SMILES: [Br:15][C:16]([C:17](=[O:18])[O:19][CH2:20][CH3:21])([CH3:22])[CH3:23].[C:24](=[O:25])([O-:26])[O-:27].[CH3:30][C:31](=[O:32])[CH2:33][CH3:34].[K+:28].[K+:29].[s:1]1[c:2]([C:6](=[O:7])[c:8]2[cH:9][cH:10][c:11]([OH:14])[cH:12][cH:13]2)[cH:3][cH:4][cH:5]1>>[s:1]1[c:2]([C:6](=[O:7])[c:8]2[cH:9][cH:10][c:11]([O:14][C:16]([C:17](=[O:18])[O:19][CH2:20][CH3:21])([CH3:22])[CH3:23])[cH:12][cH:13]2)[cH:3][cH:4][cH:5]1. The reactants are CCOC(=O)C(C)(C)Br, O=C([O-])[O-], CCC(C)=O, [K+], [K+], O=C(c1ccc(O)cc1)c1cccs1. Product: CCOC(=O)C(C)(C)Oc1ccc(C(=O)c2cccs2)cc1. The reactants are O=S(=O)(O)Cl, O=c1c2ccccc2oc2ccc(Cl)cc12. Yields the product O=c1c2cc(Cl)ccc2oc2ccc(S(=O)(=O)Cl)cc12. Reaction SMILES: [Cl:17][S:18](=[O:19])(=[O:20])[OH:21].[Cl:1][c:2]1[cH:3][c:4]2[c:5](=[O:16])[c:6]3[cH:7][cH:8][cH:9][cH:10][c:11]3[o:12][c:13]2[cH:14][cH:15]1>>[Cl:1][c:2]1[cH:3][c:4]2[c:5](=[O:16])[c:6]3[cH:7][c:8]([S:18]([Cl:17])(=[O:19])=[O:20])[cH:9][cH:10][c:11]3[o:12][c:13]2[cH:14][cH:15]1. Starting materials: Cl (hydrochloric acid), ClC=1N=CC2=C(N(CC(C(N2CCC)=O)(F)F)C2CCCC2)N1 (2-chloro-9-cyclopentyl-7,7-difluoro-5-propyl-5,7,8,9-tetrahydro-pyrimido[4,5-b][1,4]diazepin-6-one), NC1=CC=C(C(=O)O)C=C1 (4-aminobenzoic acid). Run in C(C)O (ethanol). The product is C1(CCCC1)N1C2=C(N(C(C(C1)(F)F)=O)CCC)C=NC(=N2)NC2=CC=C(C(=O)O)C=C2 (4-(9-cyclopentyl-7,7-difluoro-6-oxo-5-propyl-6,7,8,9-tetrahydro-5H-pyrimido[4,5-b][1,4]diazepin-2-ylamino)-benzoic acid). The yield is 81.3%. RXN SMILES: Cl[C:2]1[N:3]=[CH:4][C:5]2[N:11]([CH2:12][CH2:13][CH3:14])[C:10](=[O:15])[C:9]([F:17])([F:16])[CH2:8][N:7]([CH:18]3[CH2:22][CH2:21][CH2:20][CH2:19]3)[C:6]=2[N:23]=1.[NH2:24][C:25]1[CH:33]=[CH:32][C:28]([C:29]([OH:31])=[O:30])=[CH:27][CH:26]=1.Cl>C(O)C>[CH:18]1([N:7]2[CH2:8][C:9]([F:17])([F:16])[C:10](=[O:15])[N:11]([CH2:12][CH2:13][CH3:14])[C:5]3[CH:4]=[N:3][C:2]([NH:24][C:25]4[CH:33]=[CH:32][C:28]([C:29]([OH:31])=[O:30])=[CH:27][CH:26]=4)=[N:23][C:6]2=3)[CH2:22][CH2:21][CH2:20][CH2:19]1. Procedure details: A mixture of 0.20 g (0.58 mmole) of 2-chloro-9-cyclopentyl-7,7-difluoro-5-propyl-5,7,8,9-tetrahydro-pyrimido[4,5-b][1,4]diazepin-6-one (VII-144) and 0.12 g (0.87 mmole) of 4-aminobenzoic acid in a 1:4 mixture of 10 mL of ethanol and 1M hydrochloric acid was heated at 100 degrees for 18 hours. After cooling, the precipitate was collected by filtration, washed with water and dried to give 0.21 g of 4-(9-cyclopentyl-7,7-difluoro-6-oxo-5-propyl-6,7,8,9-tetrahydro-5H-pyrimido[4,5-b][1,4]diazepin-2-yl... Starting materials: [Br-], C[Mg+], CCCC[N+](CCCC)(CCCC)CCCC, CS(=O)(=O)C1(F)Cc2cc(Cl)ccc2C1=O, [F-], C[Si](C)(C)C(F)(F)F, C1CCOC1. Product: CS(=O)(=O)C1(F)Cc2cc(Cl)ccc2C1(O)C(F)(F)F. Reaction SMILES: [Br-:17].[CH3:18][Mg+:19].[CH3:29][CH2:30][CH2:31][CH2:32][N+:33]([CH2:34][CH2:35][CH2:36][CH3:37])([CH2:38][CH2:39][CH2:40][CH3:41])[CH2:42][CH2:43][CH2:44][CH3:45].[Cl:1][c:2]1[cH:3][c:4]2[c:8]([cH:9][cH:10]1)[C:7](=[O:11])[C:6]([S:12](=[O:13])(=[O:14])[CH3:15])([F:16])[CH2:5]2.[F-:28].[F:20][C:21]([F:22])([F:23])[Si:24]([CH3:25])([CH3:26])[CH3:27].[O:46]1[CH2:47][CH2:48][CH2:49][CH2:50]1>>[Cl:1][c:2]1[cH:3][c:4]2[c:8]([cH:9][cH:10]1)[C:7]([OH:11])([C:21]([F:20])([F:22])[F:23])[C:6]([S:12](=[O:13])(=[O:14])[CH3:15])([F:16])[CH2:5]2.